Task: describe an organic reaction: reactants, conditions, products, and yield. Dataset: the Open Reaction Database (ORD), a public repository of structured organic reaction records Starting materials: BrCCCCCC1=C2C(C(=O)NC2=O)=CC=C1 (5-Bromopentylphthalimide), N1CCOCC1 (morpholine). The solvent is C(C)OCC (ethyl ether). Yields the product N1(CCOCC1)CCCCCC1=C2C(C(=O)NC2=O)=CC=C1 (5-morpholinylpentylphthalimide). RXN SMILES: Br[CH2:2][CH2:3][CH2:4][CH2:5][CH2:6][C:7]1[CH:17]=[CH:16][CH:15]=[C:9]2[C:10]([NH:12][C:13](=[O:14])[C:8]=12)=[O:11].[NH:18]1[CH2:23][CH2:22][O:21][CH2:20][CH2:19]1>C(OCC)C>[N:18]1([CH2:2][CH2:3][CH2:4][CH2:5][CH2:6][C:7]2[CH:17]=[CH:16][CH:15]=[C:9]3[C:10]([NH:12][C:13](=[O:14])[C:8]=23)=[O:11])[CH2:23][CH2:22][O:21][CH2:20][CH2:19]1. Reported procedure: 5-Bromopentylphthalimide (432 mg; 2.0 mmoles) and morpholine (0.35 ml; 4.0 mmoles) were dissolved in anhydrous ethyl ether (5 ml). Reaction times and process as per Example 1.